This data is from the Open Reaction Database (ORD), a public repository of structured organic reaction records. The task is: describe an organic reaction: reactants, conditions, products, and yield Reactants: BrC1=C2C[C@H]3N(C[C@H](C[C@@H]3C=3C=CC=C(N1[Si](C)(C)C(C)(C)C)C32)NC(N(CC)CC)=O)C (3-[2-bromo-1-(tert-butyldimethylsilyl)-6-methyl-8α-ergolinyl]-1,1-diethylurea), C[Si](N[Si](C)(C)C)(C)C (hexamethyldisilazane), C(CCC)[Li] (n-butyllithium), CCCCCC (hexane), 2-lithium, C1(=CC=CC=C1)SSC1=CC=CC=C1 (diphenyldisulfide), C(C)(C)(C)[Li] (tert-butyllithium), CN(CCN(C)C)C (tetramethylethylenediamine). Solvent: C1(=CC=CC=C1)C (toluene), C1(=CC=CC=C1)C (toluene), C1(=CC=CC=C1)C (toluene), O (water). Conditions: temperature -90 celsius, time 15 minute. Product: C[Si](C)(C)[N-][Si](C)(C)C.[Li+] (lithium bis(trimethylsilyl)amide), C(C)N(C(=O)N[C@@H]1CN([C@@H]2CC3=C(NC4=CC=CC([C@H]2C1)=C34)SC3=CC=CC=C3)C)CC (1,1-Diethyl-3-(6-methyl-2-phenylthio-8α-ergolinyl)urea). Isolated yield 51.0%. Reaction SMILES: [CH3:1][Si:2]([CH3:9])([CH3:8])[NH:3][Si:4]([CH3:7])([CH3:6])[CH3:5].C([Li:14])CCC.CCCCCC.Br[C:22]1[N:36]([Si](C(C)(C)C)(C)C)[C:35]2[C:44]3[C:23]=1[CH2:24][C@@H:25]1[C@@H:30]([C:31]=3[CH:32]=[CH:33][CH:34]=2)[CH2:29][C@H:28]([NH:45][C:46](=[O:52])[N:47]([CH2:50][CH3:51])[CH2:48][CH3:49])[CH2:27][N:26]1[CH3:53].CN(C)CCN(C)C.C([Li])(C)(C)C.[C:67]1([S:73]SC2C=CC=CC=2)[CH:72]=[CH:71][CH:70]=[CH:69][CH:68]=1>C1(C)C=CC=CC=1.O>[CH3:1][Si:2]([N-:3][Si:4]([CH3:7])([CH3:6])[CH3:5])([CH3:9])[CH3:8].[Li+:14].[CH2:48]([N:47]([CH2:50][CH3:51])[C:46]([NH:45][C@H:28]1[CH2:29][C@H:30]2[C@@H:25]([CH2:24][C:23]3[C:44]4[C:35](=[CH:34][CH:33]=[CH:32][C:31]2=4)[NH:36][C:22]=3[S:73][C:67]2[CH:72]=[CH:71][CH:70]=[CH:69][CH:68]=2)[N:26]([CH3:53])[CH2:27]1)=[O:52])[CH3:49] |f:9.10|. Procedure details: At 0° C., a solution of lithium bis(trimethylsilyl)amide is prepared from 4 ml of anhydrous toluene, 0.32 ml of anhydrous, freshly distilled hexamethyldisilazane (1.5 mmol) and 0.85 ml of n-butyllithium in hexane (1.4 mmol). A solution of 533 mg of 3-[2-bromo-1-(tert-butyldimethylsilyl)-6-methyl-8α-ergolinyl]-1,1-diethylurea (1 mmol) in 50 ml of anhydrous, freshly distilled toluene is added to this solution, and the mixture is stirred for another 15 minutes. After adding 0.8 ml of distilled tetr... Reactants: COC(=O)C1C(C(N(CC1)CC1=CC=CC=C1)C)=O (1-benzyl-2-methyl-3-oxo-piperidine-4-carboxylic acid methyl ester), Cl.C(=N)N (formamidine hydrochloride), CC[O-].[Na+] (NaOEt). Run in CCO (EtOH). Conditions: temperature 90 celsius, time 2 hour. Product: C(C1=CC=CC=C1)N1C(C=2N=CNC(C2CC1)=O)C ((±)-7-Benzyl-8-methyl-5,6,7,8-tetrahydro-3H-pyrido[3,4-d]pyrimidin-4-one). As a reaction SMILES: C[O:2][C:3]([CH:5]1[CH2:10][CH2:9][N:8]([CH2:11][C:12]2[CH:17]=[CH:16][CH:15]=[CH:14][CH:13]=2)[CH:7]([CH3:18])[C:6]1=O)=O.Cl.[CH:21]([NH2:23])=[NH:22].CC[O-].[Na+]>CCO>[CH2:11]([N:8]1[CH2:9][CH2:10][C:5]2[C:3](=[O:2])[NH:23][CH:21]=[N:22][C:6]=2[CH:7]1[CH3:18])[C:12]1[CH:17]=[CH:16][CH:15]=[CH:14][CH:13]=1 |f:1.2,3.4|. Procedure details: A mixture of 1-benzyl-2-methyl-3-oxo-piperidine-4-carboxylic acid methyl ester (1.0 g, 3.9 mmol), formamidine hydrochloride (930 mg, 11.6 mmol), and EtOH (6 mL) is treated with NaOEt solution (5.5 mL, 13.57 mmol, 21% w/w in EtOH) and the reaction is stirred at 90° C. for 2 h. Reaction is concentrated in vacuo after adjusting to pH 6. Residue is via semi-prep HPLC (C18; 10-100% I/H2O with 0.1% NH4OH) to give the title compound. MS (ESI) m/z 256.0 (M+1). Starting materials: COC1=C(OC2=C(C=C(C#N)C=C2)C(F)(F)F)C=CC(=C1)C=C1C(NC(S1)=S)=O (4-[2-Methoxy-4-(4-oxo-2-thioxo-thiazolidin-5-ylidenemethyl)-phenoxy]-3-trifluoromethyl-benzonitrile), CI (CH3I), [Al] (aluminum). Solvent: CN(C)C=O (DMF). Product: COC1=C(OC2=C(C=C(C#N)C=C2)C(F)(F)F)C=CC(=C1)C=C1C(N=C(S1)SC)=O (4-[2-Methoxy-4-(2-methylsulfanyl-4-oxo-4H-thiazol-5-ylidenemethyl)-phenoxy]-3-trifluoromethyl-benzonitrile). RXN SMILES: [CH3:1][O:2][C:3]1[CH:21]=[C:20]([CH:22]=[C:23]2[S:27][C:26](=[S:28])[NH:25][C:24]2=[O:29])[CH:19]=[CH:18][C:4]=1[O:5][C:6]1[CH:13]=[CH:12][C:9]([C:10]#[N:11])=[CH:8][C:7]=1[C:14]([F:17])([F:16])[F:15].[CH3:30]I.[Al]>CN(C=O)C>[CH3:1][O:2][C:3]1[CH:21]=[C:20]([CH:22]=[C:23]2[S:27][C:26]([S:28][CH3:30])=[N:25][C:24]2=[O:29])[CH:19]=[CH:18][C:4]=1[O:5][C:6]1[CH:13]=[CH:12][C:9]([C:10]#[N:11])=[CH:8][C:7]=1[C:14]([F:17])([F:16])[F:15]. Procedure details: To a solution of 4-[2-Methoxy-4-(4-oxo-2-thioxo-thiazolidin-5-ylidenemethyl)-phenoxy]-3-trifluoromethyl-benzonitrile (500 mg, 1.15 mmol) in DMF (5 mL) was added CH3I (15 mL) and the solution was heated to 40° C. in an aluminum heating block for 8 h. The solvent was concentrated in vacuo to afford the product. 1H NMR (400 Hz, CDCl3) δ 7.97 (bs, 1H), 7.68 (dd, 1H), 7.63 (s, 1H), 7.17 (m, 3H), 6.77 (d, 1H), 3.08 (s, 3H), 2.95 (s, 3H). Reactants: CC(=S)C(C(=O)O)C(C)C, CC(N)C(=O)C1(N)N=C(c2ccccc2)c2ccccc2N(C)C1=O. The product is CC(=S)C(C(=O)NC(C)C(=O)C1(N)N=C(c2ccccc2)c2ccccc2N(C)C1=O)C(C)C. RXN SMILES: [C:1]([CH3:2])(=[S:3])[CH:4]([C:5](=[O:6])[OH:7])[CH:8]([CH3:9])[CH3:10].[NH2:11][CH:12]([CH3:13])[C:14](=[O:15])[C:16]1([NH2:35])[C:17](=[O:34])[N:18]([CH3:33])[c:19]2[c:20]([cH:29][cH:30][cH:31][cH:32]2)[C:21]([c:23]2[cH:24][cH:25][cH:26][cH:27][cH:28]2)=[N:22]1>>[C:1]([CH3:2])(=[S:3])[CH:4]([C:5](=[O:7])[NH:11][CH:12]([CH3:13])[C:14](=[O:15])[C:16]1([NH2:35])[C:17](=[O:34])[N:18]([CH3:33])[c:19]2[c:20]([cH:29][cH:30][cH:31][cH:32]2)[C:21]([c:23]2[cH:24][cH:25][cH:26][cH:27][cH:28]2)=[N:22]1)[CH:8]([CH3:9])[CH3:10]. The product is N1=C(N=CC=C1)C1=CC=C(C=O)C=C1 (4-(2-Pyrimidinyl)-benzaldehyde). The reagents and catalysts are C=1C=CC(=CC1)[P](C=2C=CC=CC2)(C=3C=CC=CC3)[Pd]([P](C=4C=CC=CC4)(C=5C=CC=CC5)C=6C=CC=CC6)([P](C=7C=CC=CC7)(C=8C=CC=CC8)C=9C=CC=CC9)[P](C=1C=CC=CC1)(C=1C=CC=CC1)C=1C=CC=CC1 (tetrakis(triphenylphosphine)palladium(0)). Run in O (water), C(C)#N (acetonitrile), O (water). The yield is 73.3%. As a reaction SMILES: [CH:1]([C:3]1[CH:8]=[CH:7][C:6](B(O)O)=[CH:5][CH:4]=1)=[O:2].Br[C:13]1[N:18]=[CH:17][CH:16]=[CH:15][N:14]=1.C(=O)([O-])[O-].[Na+].[Na+]>C(#N)C.O.C1C=CC([P]([Pd]([P](C2C=CC=CC=2)(C2C=CC=CC=2)C2C=CC=CC=2)([P](C2C=CC=CC=2)(C2C=CC=CC=2)C2C=CC=CC=2)[P](C2C=CC=CC=2)(C2C=CC=CC=2)C2C=CC=CC=2)(C2C=CC=CC=2)C2C=CC=CC=2)=CC=1>[N:14]1[CH:15]=[CH:16][CH:17]=[N:18][C:13]=1[C:6]1[CH:7]=[CH:8][C:3]([CH:1]=[O:2])=[CH:4][CH:5]=1 |f:2.3.4,^1:32,34,53,72|. Procedure details: To a degassed suspension of 4-formylphenylboronic acid (100 mg), 2-bromopyrimidine (107 mg) and sodium carbonate (212 mg) in acetonitrile (2 ml)/water (2 ml) was added freshly prepared tetrakis(triphenylphosphine)palladium(0), (40 mg) and the mixture was refluxed under nitrogen, for 20 hrs. The cooled reaction mixture was diluted with water and extracted with ethyl acetate (×2). The combined organic extracts were dried over anhydrous magnesium sulfate, filtered and evaporated under reduced press... Starting materials: C(=O)C1=CC=C(C=C1)B(O)O (4-formylphenylboronic acid), BrC1=NC=CC=N1 (2-bromopyrimidine), C([O-])([O-])=O.[Na+].[Na+] (sodium carbonate). Reactants: ClC1=CC=C(C=2SC3=CC=CC=C3C(C12)=O)OCC(=O)O ((1-chloro-9-oxo-9H-thioxanthen-4-yloxy)-acetic acid), C(C)#N (acetonitrile), OCCCCOC(C=C)=O.C(C1CO1)OCC1CO1 (4-hydroxybutylacrylate glycidylether). Reagents/catalysts: [Br-].C(CCC)[N+](CCCC)(CCCC)CCCC (tetrabutylammonium bromide), C(C)(C)(C)C1=C(C(=CC(=C1)C)C(C)(C)C)O (2,6-di-tert-butyl-4-methylphenol). The solvent is CC(=O)N(C)C (dimethylacetamide). The product is ClC1=CC=C(C=2SC3=CC=CC=C3C(C12)=O)OCC(=O)OCC(COCCCCOC(C=C)=O)O (acrylic acid 4-{3-[2-(1-chloro-9-oxo-9H-thioxanthen-4-yloxy)-acetoxy]-2-hydroxy-propoxy}-butyl ester). The yield is 33.5%. As a reaction SMILES: [Cl:1][C:2]1[C:15]2[C:14](=[O:16])[C:13]3[C:8](=[CH:9][CH:10]=[CH:11][CH:12]=3)[S:7][C:6]=2[C:5]([O:17][CH2:18][C:19]([OH:21])=[O:20])=[CH:4][CH:3]=1.C(#N)C.[OH:25][CH2:26][CH2:27][CH2:28][CH2:29][O:30][C:31](=[O:34])[CH:32]=[CH2:33].[CH2:35](OCC1OC1)[CH:36]1[O:38][CH2:37]1>[Br-].C([N+](CCCC)(CCCC)CCCC)CCC.C(C1C=C(C)C=C(C(C)(C)C)C=1O)(C)(C)C.CC(N(C)C)=O>[Cl:1][C:2]1[C:15]2[C:14](=[O:16])[C:13]3[C:8](=[CH:9][CH:10]=[CH:11][CH:12]=3)[S:7][C:6]=2[C:5]([O:17][CH2:18][C:19]([O:21][CH2:35][CH:36]([OH:38])[CH2:37][O:25][CH2:26][CH2:27][CH2:28][CH2:29][O:30][C:31](=[O:34])[CH:32]=[CH2:33])=[O:20])=[CH:4][CH:3]=1 |f:2.3,4.5|. Reported procedure: A reaction mixture containing (1-chloro-9-oxo-9H-thioxanthen-4-yloxy)-acetic acid (28.9 g, 0.09 mol), acetonitrile (345 mL), dimethylacetamide (240 ml), tetrabutylammonium bromide (2.9 g, 9 mmol), 2,6-di-tert-butyl-4-methylphenol (0.2 g, 0.9 mmol) and 4-hydroxybutylacrylate glycidylether (18.0 g, 0.09 mol) was heated to reflux. The mixture was allowed to stir at reflux temperature for 24 hours. The reaction mixture was cooled to room temperature and the solvent was evaporated under reduced press... Reactants: C(C)[C@@H]1CC[C@H](CC1)C1CCC(CC1)C1C=CC(CC1)=O (4-(4-(trans-4-ethylcyclohexyl)cyclohexyl)-2-cyclohexenone), pentylmagnesium bromide THF, [Cl-].[NH4+] (ammonium chloride), resultant mixture. Solvent: C1CCOC1 (THF). Conditions: time 8 hour. Product: C(C)[C@@H]1CC[C@H](CC1)C1CCC(CC1)C1C=CC(CC1)(O)CCCCC (4-(4-(trans-4-ethylcyclohexyl)cyclohexyl)-1-pentyl-2-cyclohexene-1-ol). Yield: 153.2%. Reaction SMILES: [CH2:1]([C@H:3]1[CH2:8][CH2:7][C@H:6]([CH:9]2[CH2:14][CH2:13][CH:12]([CH:15]3[CH2:20][CH2:19][C:18](=[O:21])[CH:17]=[CH:16]3)[CH2:11][CH2:10]2)[CH2:5][CH2:4]1)[CH3:2].[Cl-].[NH4+]>C1COCC1>[CH2:1]([C@H:3]1[CH2:4][CH2:5][C@H:6]([CH:9]2[CH2:14][CH2:13][CH:12]([CH:15]3[CH2:20][CH2:19][C:18]([CH2:2][CH2:1][CH2:3][CH2:4][CH3:5])([OH:21])[CH:17]=[CH:16]3)[CH2:11][CH2:10]2)[CH2:7][CH2:8]1)[CH3:2] |f:1.2|. Procedure details: Under a nitrogen atmosphere, 4.0 g of 4-(4-(trans-4-ethylcyclohexyl)cyclohexyl)-2-cyclohexenone (r-7) was dissolved into 50 mL of THF, 16.8 mL of pentylmagnesium bromide THF solution (1 M/L) was added dropwise thereto at room temperature, and the resultant mixture was stirred at 50° C. for 30 minutes, and then stirred at room temperature overnight. A saturated aqueous solution of ammonium chloride was added dropwise under ice-cooling, the resultant mixture was subjected to extraction with ethyl ...